This data is from the Open Reaction Database (ORD), a public repository of structured organic reaction records. The task is: describe an organic reaction: reactants, conditions, products, and yield Starting materials: C(C)OC(=O)C(C(=O)OCC)=CC1=C(C=CC=C1)Br (ethyl α-ethoxycarbonyl-o-bromo-cinnamate), ethereal solution, C[Mg]Br (methylmagnesium bromide). The reagents and catalysts are [Cu](Br)Br (copper bromide). Solvent: [Cl-].[NH4+] (ammonium chloride), CCOCC (ether). Conditions: time 8 hour. Yields the product BrC1=C(C=CC=C1)C(C(C(=O)OCC)C(=O)OCC)C (ethyl 3-(2-bromophenyl)-2-ethoxycarbonyl-3-methylpropionate). Reaction SMILES: [CH2:1]([O:3][C:4]([C:6](=[CH:12][C:13]1[CH:18]=[CH:17][CH:16]=[CH:15][C:14]=1[Br:19])[C:7]([O:9][CH2:10][CH3:11])=[O:8])=[O:5])[CH3:2].[CH3:20][Mg]Br>CCOCC.[Cl-].[NH4+].[Cu](Br)Br>[Br:19][C:14]1[CH:15]=[CH:16][CH:17]=[CH:18][C:13]=1[CH:12]([CH3:20])[CH:6]([C:7]([O:9][CH2:10][CH3:11])=[O:8])[C:4]([O:3][CH2:1][CH3:2])=[O:5] |f:3.4|. Reported procedure: To a solution in 500 ml of ether of 50.98 g of ethyl α-ethoxycarbonyl-o-bromo-cinnamate (170.5 mmole) and 1.0 g of copper bromide was added dropwise 56.7 ml of an ethereal solution of methylmagnesium bromide (175.6 mmole) at -20° C. The mixture was stirred overnight at room temperature, diluted with an aqueous ammonium chloride solution to separate the phases. The organic phase was dried over magnesium sulfate and concentrated under reduced pressure to give ethyl 3-(2-bromophenyl)-2-ethoxycarbon... Reaction SMILES: [NH2:1][C:2]1[CH:7]=[CH:6][CH:5]=[CH:4][C:3]=1[C:8]1[CH:13]=[CH:12][C:11]([Cl:14])=[CH:10][CH:9]=1.[C:15](Cl)(Cl)=[S:16]>O1CCOCC1.O>[Cl:14][C:11]1[CH:12]=[CH:13][C:8]([C:3]2[C:2]([N:1]=[C:15]=[S:16])=[CH:7][CH:6]=[CH:5][CH:4]=2)=[CH:9][CH:10]=1. Product: ClC1=CC=C(C=C1)C=1C(=CC=CC1)N=C=S (4'-chloro-2-biphenylylisothiocyanate). The reactants are NC1=C(C=CC=C1)C1=CC=C(C=C1)Cl (2-amino-4'-chlorobiphenyl), C(=S)(Cl)Cl (thiophosgene). Solvent: O1CCOCC1 (dioxane), O (water). Reported procedure: Reaction of 2-amino-4'-chlorobiphenyl (8.7 g) and thiophosgene (7.4 g) in a mixture of dioxane (10 ml) and water (10 ml) at 0°-5° C. for 20 minutes and then at ambient temperature for 3 hours yielded 4'-chloro-2-biphenylylisothiocyanate (m.p. 63° C.) as a yellow solid.